This data is from the Open Reaction Database (ORD), a public repository of structured organic reaction records. The task is: describe an organic reaction: reactants, conditions, products, and yield The reactants are COP(=O)(OC)CC(CCC1CCN(CC1)C(=O)OC(C)(C)C)=O (tert-butyl 4-[4-(dimethoxyphosphoryl)-3-oxobutyl]piperidine-1-carboxylate), suspension, [H-].[Na+] (sodium hydride), paraffin, N=1C=C2C=C(SC3=CC=CC1N23)C=O (5-thia-1,8b-diazaacenaphthylene-4-carbaldehyde). As a reaction SMILES: COP([CH2:7][C:8](=[O:24])[CH2:9][CH2:10][CH:11]1[CH2:16][CH2:15][N:14]([C:17]([O:19][C:20]([CH3:23])([CH3:22])[CH3:21])=[O:18])[CH2:13][CH2:12]1)(OC)=O.[H-].[Na+].[N:27]1[CH:28]=[C:29]2[N:38]3[C:33](=[CH:34][CH:35]=[CH:36][C:37]=13)[S:32][C:31]([CH:39]=O)=[CH:30]2>C1(C)C=CC=CC=1.CN(C)C=O.O>[C:20]([O:19][C:17]([N:14]1[CH2:13][CH2:12][CH:11]([CH2:10][CH2:9][C:8](=[O:24])/[CH:7]=[CH:39]/[C:31]2[S:32][C:33]3[N:38]4[C:29](=[CH:28][N:27]=[C:37]4[CH:36]=[CH:35][CH:34]=3)[CH:30]=2)[CH2:16][CH2:15]1)=[O:18])([CH3:21])([CH3:22])[CH3:23] |f:1.2|. Solvent: O (water), C1(=CC=CC=C1)C (toluene), CN(C=O)C (N,N-dimethylformamide), C1(=CC=CC=C1)C (toluene). Procedure: To a solution of 4.77 g (13.1 mM) of tert-butyl 4-[4-(dimethoxyphosphoryl)-3-oxobutyl]piperidine-1-carboxylate in 50 ml of toluene was added 0.48 g (12.0 mM) of a 60% suspension of sodium hydride in liquid paraffin at room temperature, and the mixture was stirred at the prevailing temperature for 2 hours. This reaction mixture was added to a solution of the above crude 5-thia-1,8b-diazaacenaphthylene-4-carbaldehyde in N,N-dimethylformamide (30 ml)-toluene (50 ml) with ice-cooling and the mixture... Yields the product C(C)(C)(C)OC(=O)N1CCC(CC1)CCC(/C=C/C1=CC2=CN=C3C=CC=C(S1)N32)=O ((E)-5-[1-(tert-butoxycarbonyl)piperidin-4-yl]-1-(5-thia-1,8b-diazaacenaphthylen-4-yl)-1-penten-3-one). Reaction conditions: time 2 hour.